Dataset: the Open Reaction Database (ORD), a public repository of structured organic reaction records. Task: describe an organic reaction: reactants, conditions, products, and yield Starting materials: CCOC(=O)c1c(O)c2cc(C#N)cn2n(CCC(C)C)c1=O, C1CCC2=NCCCN2CC1, CS(=O)(=O)Nc1ccc(N)c(S(N)(=O)=O)c1, c1ccncc1. Product: CC(C)CCn1c(=O)c(C2=NS(=O)(=O)c3cc(NS(C)(=O)=O)ccc3N2)c(O)c2cc(C#N)cn21. As a reaction SMILES: [CH2:1]([O:2][C:4](=[O:3])[c:6]1[c:7]([OH:23])[c:8]2[n:9]([n:10]([CH2:13][CH2:14][CH:15]([CH3:16])[CH3:17])[c:11]1=[O:12])[cH:18][c:19]([C:21]#[N:22])[cH:20]2)[CH3:5].[N:40]12[CH2:41][CH2:42][CH2:43][N:44]=[C:45]1[CH2:46][CH2:47][CH2:48][CH2:49][CH2:50]2.[NH2:24][c:25]1[c:26]([S:36](=[O:37])(=[O:38])[NH2:39])[cH:27][c:28]([NH:31][S:32](=[O:33])(=[O:34])[CH3:35])[cH:29][cH:30]1.[cH:51]1[cH:52][cH:53][n:54][cH:55][cH:56]1>>[C:4]1([c:6]2[c:7]([OH:23])[c:8]3[n:9]([n:10]([CH2:13][CH2:14][CH:15]([CH3:16])[CH3:17])[c:11]2=[O:12])[cH:18][c:19]([C:21]#[N:22])[cH:20]3)=[N:39][S:36](=[O:37])(=[O:38])[c:26]2[c:25]([cH:30][cH:29][c:28]([NH:31][S:32](=[O:33])(=[O:34])[CH3:35])[cH:27]2)[NH:24]1. The reactants are C(C)(CC)[BH-](C(C)CC)C(C)CC.[K+] (potassium tri-sec-butylborohydride), [Li+].[Cl-] (LiCl). Run in C1CCOC1 (THF). Conditions: temperature 65 celsius, time 3 hour. The product is C(C)(CC)[BH-](C(C)CC)C(C)CC.[Li+] (lithium tri-sec-butyl borohydride). RXN SMILES: [CH:1]([BH-:5]([CH:10]([CH2:12][CH3:13])[CH3:11])[CH:6]([CH2:8][CH3:9])[CH3:7])([CH2:3][CH3:4])[CH3:2].[K+].[Li+:15].[Cl-]>C1COCC1>[CH:6]([BH-:5]([CH:10]([CH2:12][CH3:13])[CH3:11])[CH:1]([CH2:3][CH3:4])[CH3:2])([CH2:8][CH3:9])[CH3:7].[Li+:15] |f:0.1,2.3,5.6|. Reported procedure: 456.85 g of potassium tri-sec-butylborohydride (1.4 molar in THF) were added to a mixture of 29.7 g LiCl in 50 ml THF at 65° C. The reaction mixture was stirred for 2-4 hours at 65° C., cooled to room temperature and then filtered. The filter cake was then washed twice with 79.1 g THF. The filtrates were combined yielding lithium tri-sec-butyl borohydride in tetrahydrofuran as a clear, pale yellow liquid (99+% pure by atomic absorption). The reactants are ClC1=CC(=NC=N1)N1C(=NC=C1)NC=1C=C(C=CC1C)NC(C1=CC=CC=C1)=O (N-{3-[1-(6-chloro-pyrimidin-4-yl)-1H-imidazol-2-ylamino]-4-methyl-phenyl}-benzamide), C1(CC1)N (cyclopropylamine). Run in CC(C)O (2-propanol). Conditions: temperature 65 celsius. The product is C1(CC1)NC1=CC(=NC=N1)N1C(=NC=C1)NC=1C=C(C=CC1C)NC(C1=CC=CC=C1)=O (N-{3-[1-(6-Cyclopropylamino-pyrimidin-4-yl)-1H-imidazol-2-ylamino]-4-methyl-phenyl}-benzamide). As a reaction SMILES: Cl[C:2]1[N:7]=[CH:6][N:5]=[C:4]([N:8]2[CH:12]=[CH:11][N:10]=[C:9]2[NH:13][C:14]2[CH:15]=[C:16]([NH:21][C:22](=[O:29])[C:23]3[CH:28]=[CH:27][CH:26]=[CH:25][CH:24]=3)[CH:17]=[CH:18][C:19]=2[CH3:20])[CH:3]=1.[CH:30]1([NH2:33])[CH2:32][CH2:31]1>CC(O)C>[CH:30]1([NH:33][C:2]2[N:7]=[CH:6][N:5]=[C:4]([N:8]3[CH:12]=[CH:11][N:10]=[C:9]3[NH:13][C:14]3[CH:15]=[C:16]([NH:21][C:22](=[O:29])[C:23]4[CH:28]=[CH:27][CH:26]=[CH:25][CH:24]=4)[CH:17]=[CH:18][C:19]=3[CH3:20])[CH:3]=2)[CH2:32][CH2:31]1. Procedure details: A mixture of N-{3-[1-(6-chloro-pyrimidin-4-yl)-1H-imidazol-2-ylamino]-4-methyl-phenyl}-benzamide (2.65 g, 6.55 mmol), cyclopropylamine (8.8 mL, 124.43 mmol) in 2-propanol (30 mL) was heated at 65° C. for 16 h. The reaction mixture was then cooled down to room temperature and concentrated. The residue yellow solid was washed with water, dried under vacuum to afford the title compound. The obtained crude title compound was directly used for the next step reaction without any further purification. ...